This data is from the Open Reaction Database (ORD), a public repository of structured organic reaction records. The task is: describe an organic reaction: reactants, conditions, products, and yield The yield is 100.0%. Reagents/catalysts: C(C)(C)O[Ti](OC(C)C)(OC(C)C)OC(C)C (tetraisopropoxy titanium), [C@@H]1([C@@H](CCCC1)NS(=O)(=O)C(F)(F)F)NS(=O)(=O)C(F)(F)F ((1R)-trans-N,N′-1,2-cyclohexanediylbis(1,1,1-trifluoromethanesulfonamide)). Starting materials: COC(C)(C)C (t-butyl methyl ether), C[Zn]C (dimethylzinc), Br\C=C/1\[C@@H]2CC=C([C@]2(CCC1)C)C=O ((3aR,4E,7aS)-4-(bromomethylene)-3a,4,5,6,7,7a-hexahydro-7a-methyl-3H-indene-1-carbaldehyde), Br\C=C/1\[C@@H]2CC=C([C@]2(CCC1)C)C=O ((3aR,4E,7aS)-4-(bromomethylene)-3a,4,5,6,7,7a-hexahydro-7a-methyl-3H-indene-1-carbaldehyde). Run at temperature 50 celsius, time 1 hour. Reaction SMILES: [CH3:1]OC(C)(C)C.C[Zn]C.[Br:10]/[CH:11]=[C:12]1/[C@H:13]2[C@:17]([CH3:21])([CH2:18][CH2:19][CH2:20]/1)[C:16]([CH:22]=[O:23])=[CH:15][CH2:14]2>C(O[Ti](OC(C)C)(OC(C)C)OC(C)C)(C)C.[C@@H]1(NS(C(F)(F)F)(=O)=O)CCCC[C@H]1NS(C(F)(F)F)(=O)=O.C(OCC)(=O)C>[Br:10]/[CH:11]=[C:12]1\[CH2:20][CH2:19][CH2:18][C@@:17]2([CH3:21])[C@H:13]\1[CH2:14][CH:15]=[C:16]2[C@@H:22]([OH:23])[CH3:1]. Procedure details: (1R)-trans-N,N′-1,2-cyclohexanediylbis(1,1,1-trifluoromethanesulfonamide) (2.3 mg, 0.006 mmol) was placed in a reaction vessel. After replacing the atmosphere with nitrogen, t-butyl methyl ether (0.03 ml) was added thereto and dissolved. To the solution, tetraisopropoxy titanium (0.0177 ml, 0.06 mmol) was added at room temperature, and the resulting mixture was heated at 50° C. for 30 minutes. After cooling to room temperature, dimethylzinc (1.0 M in heptane, 0.12 ml, 0.12 mmol) was added theret... The product is Br\C=C\1/CCC[C@@]2(C(=CC[C@@H]12)[C@H](C)O)C ((S)-1-{(3aS,7E,7aR)-7-(bromomethylene)-3a,4,5,6,7,7a-hexahydro-3a-methyl-1H-indene-3-yl}ethanol). Run in C(C)(=O)OCC (ethyl acetate).